From a dataset of the Open Reaction Database (ORD), a public repository of structured organic reaction records. describe an organic reaction: reactants, conditions, products, and yield Reactants: C(Cl)(Cl)Cl (chloroform), CC(C)(C#N)N=NC(C)(C)C#N (AIBN), C(=C)C1=CC=C(CCl)C=C1 (p-vinylbenzyl chloride). Run in CC(=O)C (acetone), C=CC1=CC=CC=C1 (styrene). Product: C(=C)C1=CC=C(CCl)C=C1.C=CC1=CC=CC=C1 (4-Vinylbenzyl Chloride Styrene). RXN SMILES: C(Cl)(Cl)Cl.CC(N=NC(C#N)(C)C)(C#N)C.[CH:17]([C:19]1[CH:26]=[CH:25][C:22]([CH2:23][Cl:24])=[CH:21][CH:20]=1)=[CH2:18]>CC(C)=O.C=CC1C=CC=CC=1>[CH:17]([C:19]1[CH:26]=[CH:25][C:22]([CH2:23][Cl:24])=[CH:21][CH:20]=1)=[CH2:18].[CH2:18]=[CH:17][C:19]1[CH:26]=[CH:25][CH:22]=[CH:21][CH:20]=1 |f:5.6|. Procedure details: In a 250 mL three-neck round-bottom flask were placed 90 mL of chloroform, 10 mL of 0.20 M AIBN in acetone, 9.0 mL of styrene (inhibitor removed), and 1.0 mL of p-vinylbenzyl chloride. The mixture was refluxed for 24 h. At the conclusion of the reaction, the solution was cooled and the solvent was removed on a rotary evaporator and the sample was dried in a vacuum oven at 90° C. for 2 h. As a reaction SMILES: [C:1]([NH:9][NH2:10])(=O)[C:2]1[CH:7]=[CH:6][CH:5]=[CH:4][CH:3]=1.[CH2:11]([N:18]=[C:19]=[S:20])[C:12]1[CH:17]=[CH:16][CH:15]=[CH:14][CH:13]=1.[CH3:21][O:22][C:23]1[CH:30]=[CH:29][C:26]([CH2:27]Br)=[CH:25][CH:24]=1>>[CH2:11]([N:18]1[C:1]([C:2]2[CH:7]=[CH:6][CH:5]=[CH:4][CH:3]=2)=[N:9][N:10]=[C:19]1[S:20][CH2:27][C:26]1[CH:29]=[CH:30][C:23]([O:22][CH3:21])=[CH:24][CH:25]=1)[C:12]1[CH:17]=[CH:16][CH:15]=[CH:14][CH:13]=1. Product: C(C1=CC=CC=C1)N1C(=NN=C1C1=CC=CC=C1)SCC1=CC=C(C=C1)OC (4-benzyl-3-[(4-methoxybenzyl)thio]-5-phenyl-4H-1,2,4-triazole). Procedure: This compound was synthesized using the same methodology as described in Example 1 above, using benzoic acid hydrazide, benzyl isothiocyanate and 4-methoxybenzyl bromide as the starting materials. (M+H)+−388. Starting materials: C(C1=CC=CC=C1)(=O)NN (benzoic acid hydrazide), C(C1=CC=CC=C1)N=C=S (benzyl isothiocyanate), COC1=CC=C(CBr)C=C1 (4-methoxybenzyl bromide). Reactants: CCO, [Na+], [OH-], CCCCn1nc(C(=O)OCC)cc1CCCS(=O)(=O)c1ccccc1. Yields the product CCCCn1nc(C(=O)O)cc1CCCS(=O)(=O)c1ccccc1. Reaction SMILES: [CH3:29][CH2:30][OH:31].[Na+:2].[OH-:1].[c:3]1([S:9](=[O:10])(=[O:11])[CH2:12][CH2:13][CH2:14][c:15]2[cH:16][c:17]([C:24](=[O:25])[O:26][CH2:27][CH3:28])[n:18][n:19]2[CH2:20][CH2:21][CH2:22][CH3:23])[cH:4][cH:5][cH:6][cH:7][cH:8]1>>[c:3]1([S:9](=[O:10])(=[O:11])[CH2:12][CH2:13][CH2:14][c:15]2[cH:16][c:17]([C:24](=[O:25])[OH:26])[n:18][n:19]2[CH2:20][CH2:21][CH2:22][CH3:23])[cH:4][cH:5][cH:6][cH:7][cH:8]1. Reactants: O=C([O-])[O-], CC(C)=O, CCOCC, CC1(C)C(C=C(Cl)C(F)(F)F)C1C(=O)O, Fc1ccc(F)c(CBr)c1Cl, [K+], [K+]. Yields the product CC1(C)C(C=C(Cl)C(F)(F)F)C1C(=O)OCc1c(F)ccc(F)c1Cl. As a reaction SMILES: [C:16](=[O:17])([O-:18])[O-:19].[CH3:33][C:34](=[O:35])[CH3:36].[CH3:37][CH2:38][O:39][CH2:40][CH3:41].[Cl:1][C:2](=[CH:3][CH:4]1[C:5]([CH3:10])([CH3:11])[CH:6]1[C:7](=[O:8])[OH:9])[C:12]([F:13])([F:14])[F:15].[Cl:22][c:23]1[c:24]([CH2:25][Br:26])[c:27]([F:32])[cH:28][cH:29][c:30]1[F:31].[K+:20].[K+:21]>>[Cl:1][C:2](=[CH:3][CH:4]1[C:5]([CH3:10])([CH3:11])[CH:6]1[C:7](=[O:8])[O:9][CH2:25][c:24]1[c:23]([Cl:22])[c:30]([F:31])[cH:29][cH:28][c:27]1[F:32])[C:12]([F:13])([F:14])[F:15]. Starting materials: ClC=1C=NC2=C(C(=CC=C2C1)Cl)C#N (3,7-dichloro-8-cyanoquinoline). Run in C(CCC)N (n-butylamine). Yields the product C(CCC)NC1=CC=C2C=C(C=NC2=C1C#N)Cl (7-n-butylamino-3-chloro-8-cyanoquinoline). Yield: 150.5%. RXN SMILES: [Cl:1][C:2]1[CH:3]=[N:4][C:5]2[C:10]([CH:11]=1)=[CH:9][CH:8]=[C:7](Cl)[C:6]=2[C:13]#[N:14]>C(N)CCC>[CH2:3]([NH:4][C:7]1[C:6]([C:13]#[N:14])=[C:5]2[C:10]([CH:11]=[C:2]([Cl:1])[CH:3]=[N:4]2)=[CH:9][CH:8]=1)[CH2:2][CH2:11][CH3:10]. Procedure: 44.5 g of 3,7-dichloro-8-cyanoquinoline in 200 g of n-butylamine were heated at 80° C. for 14 hours, the solution was poured onto ice water and extracted with twice 100 ml of methylene chloride, the combined extracts were dried with Na2SO4 and evaporated down, the oily residue was treated with ether, and the precipitated solid was filtered off under suction. 39 g of 7-n-butylamino-3-chloro-8-cyanoquinoline of melting point 89° C. were obtained. Yield: 75% of theory. Reactants: COC=1C=CC2=C(CC(NC=C2)=O)C1 (8-methoxy-1,3-dihydro-benzo[d]azepin-2-one). Reagents/catalysts: [Pd] (palladium). Run in C(C)(=O)O (acetic acid). Conditions: time 8 hour. Yields the product COC=1C=CC2=C(CC(NCC2)=O)C1 (8-methoxy-1,3,4,5-tetrahydro-benzo[d]azepin-2-one). Reaction SMILES: [CH3:1][O:2][C:3]1[CH:4]=[CH:5][C:6]2[CH:12]=[CH:11][NH:10][C:9](=[O:13])[CH2:8][C:7]=2[CH:14]=1>C(O)(=O)C.[Pd]>[CH3:1][O:2][C:3]1[CH:4]=[CH:5][C:6]2[CH2:12][CH2:11][NH:10][C:9](=[O:13])[CH2:8][C:7]=2[CH:14]=1. Procedure: To a solution of 8-methoxy-1,3-dihydro-benzo[d]azepin-2-one (10.33 g, 0.055 mol) in acetic acid (200 mL) was added palladium 10% wt on Carbon (50% wet; 2 g). The mixture was shaken in a Parr apparatus under an atmosphere of hydrogen (50 PSI) overnight. Filtration through Celite and evaporation of solvent provided the crude product, which was triturated with a mixture of ether and DCM, filtered, and dried overnight in high vacuum to afford 8-methoxy-1,3,4,5-tetrahydro-benzo[d]azepin-2-one. 1H-NMR... Starting materials: [Al], Brc1ccc2nc(C3CC(N4CCCCC4)C3)sc2c1, CC1CCNC1=O, O=C(C=Cc1ccccc1)C=Cc1ccccc1, O=C(C=Cc1ccccc1)C=Cc1ccccc1, O=C(C=Cc1ccccc1)C=Cc1ccccc1, [Pd], [Pd]. Product: CC1CCN(c2ccc3nc(C4CC(N5CCCCC5)C4)sc3c2)C1=O. RXN SMILES: [Al:28].[Br:1][c:2]1[cH:3][c:4]2[c:5]([n:6][c:7]([CH:9]3[CH2:10][CH:11]([N:13]4[CH2:14][CH2:15][CH2:16][CH2:17][CH2:18]4)[CH2:12]3)[s:8]2)[cH:19][cH:20]1.[CH3:21][CH:22]1[C:23](=[O:27])[NH:24][CH2:25][CH2:26]1.[O:31]=[C:32]([CH:33]=[CH:34][c:35]1[cH:36][cH:37][cH:38][cH:39][cH:40]1)[CH:41]=[CH:42][c:43]1[cH:44][cH:45][cH:46][cH:47][cH:48]1.[O:49]=[C:50]([CH:51]=[CH:52][c:53]1[cH:54][cH:55][cH:56][cH:57][cH:58]1)[CH:59]=[CH:60][c:61]1[cH:62][cH:63][cH:64][cH:65][cH:66]1.[O:67]=[C:68]([CH:69]=[CH:70][c:71]1[cH:72][cH:73][cH:74][cH:75][cH:76]1)[CH:77]=[CH:78][c:79]1[cH:80][cH:81][cH:82][cH:83][cH:84]1.[Pd:29].[Pd:30]>>[c:2]1([N:24]2[C:23](=[O:27])[CH:22]([CH3:21])[CH2:26][CH2:25]2)[cH:3][c:4]2[c:5]([n:6][c:7]([CH:9]3[CH2:10][CH:11]([N:13]4[CH2:14][CH2:15][CH2:16][CH2:17][CH2:18]4)[CH2:12]3)[s:8]2)[cH:19][cH:20]1. Procedure details: From (7-methoxy-4-morpholin-4-yl-thiazolo[5,4-c]pyridin-2-yl)-carbamic acid phenyl ester with (1S,4S)-2-oxa-5-aza-bicyclo[2.2.1]heptane trifluoroacetate and N,N-diisopropylethylamine in dichloroethane and tetrahydrofuran. ES-MS m/e (%): 392 (M+H+, 100). RXN SMILES: C1(O[C:8](=[O:27])[NH:9][C:10]2[S:11][C:12]3[C:13]([N:21]4[CH2:26][CH2:25][O:24][CH2:23][CH2:22]4)=[N:14][CH:15]=[C:16]([O:19][CH3:20])[C:17]=3[N:18]=2)C=CC=CC=1.FC(F)(F)C(O)=O.[C@H:35]12[CH2:41][C@H:38]([NH:39][CH2:40]1)[CH2:37][O:36]2.C(N(CC)C(C)C)(C)C>ClC(Cl)C.O1CCCC1>[CH3:20][O:19][C:16]1[C:17]2[N:18]=[C:10]([NH:9][C:8]([N:39]3[CH2:40][C@@H:35]4[CH2:41][C@H:38]3[CH2:37][O:36]4)=[O:27])[S:11][C:12]=2[C:13]([N:21]2[CH2:26][CH2:25][O:24][CH2:23][CH2:22]2)=[N:14][CH:15]=1 |f:1.2|. The product is COC=1C2=C(C(=NC1)N1CCOCC1)SC(=N2)NC(=O)N2[C@@H]1CO[C@H](C2)C1 ((1S,4S)-2-Oxa-5-aza-bicyclo [2.2.1]heptane-5-carboxylic acid (7-methoxy-4-morpholin-4-yl-thiazolo[5,4-c]pyridin-2-yl)-amide). The solvent is ClC(C)Cl (dichloroethane), O1CCCC1 (tetrahydrofuran). The reactants are C1(=CC=CC=C1)OC(NC=1SC=2C(=NC=C(C2N1)OC)N1CCOCC1)=O ((7-methoxy-4-morpholin-4-yl-thiazolo[5,4-c]pyridin-2-yl)-carbamic acid phenyl ester), FC(C(=O)O)(F)F.[C@@H]12OC[C@@H](NC1)C2 ((1S,4S)-2-oxa-5-aza-bicyclo[2.2.1]heptane trifluoroacetate), C(C)(C)N(C(C)C)CC (N,N-diisopropylethylamine). Starting materials: Cc1ccc2nc(Cl)ccc2c1NC(=O)CC1CCCCC1, NC1CCNC1. The product is Cc1ccc2nc(N3CCC(N)C3)ccc2c1NC(=O)CC1CCCCC1. As a reaction SMILES: [Cl:1][c:2]1[n:3][c:4]2[cH:5][cH:6][c:7]([CH3:22])[c:8]([NH:12][C:13]([CH2:14][CH:15]3[CH2:16][CH2:17][CH2:18][CH2:19][CH2:20]3)=[O:21])[c:9]2[cH:10][cH:11]1.[NH:23]1[CH2:24][CH:25]([NH2:28])[CH2:26][CH2:27]1>>[c:2]1([N:23]2[CH2:24][CH:25]([NH2:28])[CH2:26][CH2:27]2)[n:3][c:4]2[cH:5][cH:6][c:7]([CH3:22])[c:8]([NH:12][C:13]([CH2:14][CH:15]3[CH2:16][CH2:17][CH2:18][CH2:19][CH2:20]3)=[O:21])[c:9]2[cH:10][cH:11]1. Reactants: 4-styrenesulfonyl chloride CH2═CHC6H4SO2Cl, C(CC#N)#N (malononitrile), C1CN2CCN1CC2 (DABCO), [Cl-].[Li+] (lithium chloride). Solvent: O1CCCC1 (tetrahydrofurane). Conditions: time 2 hour. The product is C1CN2CCN1CC2.Cl (DABCO hydrochloride). As a reaction SMILES: C(#N)CC#N.[CH2:6]1[N:11]2[CH2:12][CH2:13][N:8]([CH2:9][CH2:10]2)[CH2:7]1.[Cl-:14].[Li+]>O1CCCC1>[CH2:6]1[N:11]2[CH2:12][CH2:13][N:8]([CH2:9][CH2:10]2)[CH2:7]1.[ClH:14] |f:2.3,5.6|. Procedure: In 100 ml of anhydrous tetrahydrofurane under argon at 0° C., 20.27 g (100 mmoles) of 4-styrenesulfonyl chloride CH2═CHC6H4SO2Cl (commercially available from Monomer-Polymer & Dajac Laboratories), 10.42 g (100 mmoles) of malononitrile and 22.44 g (200 mmoles) of DABCO were reacted. After 2 hours at 0° C. and 48 hours at room temperature, the solution was filtered to remove the DABCO hydrochloride formed, and it was treated with 4.24 g of anhydrous lithium chloride (100 mmoles), stored and weighe...